This data is from the Open Reaction Database (ORD), a public repository of structured organic reaction records. The task is: describe an organic reaction: reactants, conditions, products, and yield Conditions: time 8 hour. Reactants: C(C1=CC=CC=C1)N1CCC(CC1)(C1=CC(=CC=C1)C(F)(F)F)CCN1[C@H]2CC(C[C@@H]1CC2)N2C(=NC1=C2C=CC=C1)C (1-[(1R,5S)-8-(2-{1-benzyl-4-[3-(trifluoromethyl)phenyl]piperidin-4-yl}ethyl)-8-azabicyclo[3.2.1]oct-3-yl]-2-methyl-1H-benzimidazole), Cl (hydrochloric acid). Product: Cl.Cl.CC1=NC2=C(N1C1CC3CCC(C1)N3CCC3(CCNCC3)C3=CC(=CC=C3)C(F)(F)F)C=CC=C2 (2-methyl-1-[8-(2-{4-[3-(trifluoromethyl)phenyl]piperidin-4-yl}ethyl)-8-azabicyclo[3.2.1]oct-3-yl]-1H-benzimidazole dihydrochloride). Reagents/catalysts: [Pd] (Palladium on carbon). Yield: 89.0%. Reported procedure: A mixture of 1-[(1R,5S)-8-(2-{1-benzyl-4-[3-(trifluoromethyl)phenyl]piperidin-4-yl}ethyl)-8-azabicyclo[3.2.1]oct-3-yl]-2-methyl-1H-benzimidazole (0.2 g, 0.34 mmol), 1N hydrochloric acid (0.34 mL) and 10% Palladium on carbon (50 mg) in methanol (10 mL) was hydrogenated overnight at rt and atmospheric pressure. The mixture was filtered through celite and concentrated to give 2-methyl-1-[8-(2-{4-[3-(trifluoromethyl)phenyl]piperidin-4-yl}ethyl)-8-azabicyclo[3.2.1]oct-3-yl]-1H-benzimidazole dihydroch... The solvent is CO (methanol). As a reaction SMILES: C([N:8]1[CH2:13][CH2:12][C:11]([CH2:24][CH2:25][N:26]2[C@H:31]3[CH2:32][CH2:33][C@@H:27]2[CH2:28][CH:29]([N:34]2[C:38]4[CH:39]=[CH:40][CH:41]=[CH:42][C:37]=4[N:36]=[C:35]2[CH3:43])[CH2:30]3)([C:14]2[CH:19]=[CH:18][CH:17]=[C:16]([C:20]([F:23])([F:22])[F:21])[CH:15]=2)[CH2:10][CH2:9]1)C1C=CC=CC=1.[ClH:44]>[Pd].CO>[ClH:44].[ClH:44].[CH3:43][C:35]1[N:34]([CH:29]2[CH2:28][CH:27]3[N:26]([CH2:25][CH2:24][C:11]4([C:14]5[CH:19]=[CH:18][CH:17]=[C:16]([C:20]([F:21])([F:23])[F:22])[CH:15]=5)[CH2:12][CH2:13][NH:8][CH2:9][CH2:10]4)[CH:31]([CH2:32][CH2:33]3)[CH2:30]2)[C:38]2[CH:39]=[CH:40][CH:41]=[CH:42][C:37]=2[N:36]=1 |f:4.5.6|. Starting materials: C(=O)(OC)C=1C=C2C=CC=CN2C1 (2-carbomethoxyindolizine), C(C1=CC=CC=C1)OCC(=O)Cl (benzyloxyacetyl chloride). Product: C(C1=CC=CC=C1)OCC(=O)C1=C(C=C2C=CC=CN12)C(=O)OC (3-benzyloxyacetyl-2-carbomethoxyindolizine). As a reaction SMILES: [C:1]([C:5]1[CH:6]=[C:7]2[N:12]([CH:13]=1)[CH:11]=[CH:10][CH:9]=[CH:8]2)([O:3][CH3:4])=[O:2].[CH2:14]([O:21][CH2:22][C:23](Cl)=[O:24])[C:15]1[CH:20]=[CH:19][CH:18]=[CH:17][CH:16]=1>>[CH2:14]([O:21][CH2:22][C:23]([C:13]1[N:12]2[C:7]([CH:8]=[CH:9][CH:10]=[CH:11]2)=[CH:6][C:5]=1[C:1]([O:3][CH3:4])=[O:2])=[O:24])[C:15]1[CH:20]=[CH:19][CH:18]=[CH:17][CH:16]=1. Procedure: Following the procedure of Example 3, 2-carbomethoxyindolizine was reacted with benzyloxyacetyl chloride to give 3-benzyloxyacetyl-2-carbomethoxyindolizine (VII) Cyclization of VII with hydrazine and reaction of the resulting pyridazino[4,5-b]indolizin-1-one with POCl3 gave the corresponding chloro compound (VIII). The reaction of VII with 4-(2-pyrimidinyl)-1-piperizinyl)ethyl amine gave the title compound. Treatment with ethereal HCl in ether gave the product as the trihydrochloride salt: m.p. ... The reactants are C(C=C)OCC1=CC=C(C=C1)CO[Si](C)(C)C(C)(C)C (4-Allyloxymethyl-1-(tert-butyldimethylsilyloxymethyl)-benzene). The reagents and catalysts are C(C1=CC=CC=C1)(P(C1CCCCC1)(C1CCCCC1)C1CCCCC1)P(C1CCCCC1)(C1CCCCC1)C1CCCCC1.Cl[Ru]Cl (Benzylidene-bis(tricyclohexylphosphine) dichlororuthenium), catalyst. The solvent is ClCCl (dichloromethane). Conditions: time 15 hour. Product: [Si](C)(C)(C(C)(C)C)OCC1=CC=C(COCC=CCOCC2=CC=C(C=C2)CO[Si](C)(C)C(C)(C)C)C=C1 (1,4-Di-[4-(tert-butyldimethylsilyloxymethyl)-benzyloxy]-2-butene). Isolated yield 57.4%. Reaction SMILES: [CH2:1]([O:4][CH2:5][C:6]1[CH:11]=[CH:10][C:9]([CH2:12][O:13][Si:14]([C:17]([CH3:20])([CH3:19])[CH3:18])([CH3:16])[CH3:15])=[CH:8][CH:7]=1)[CH:2]=[CH2:3]>ClCCl.C(P(C1CCCCC1)(C1CCCCC1)C1CCCCC1)(P(C1CCCCC1)(C1CCCCC1)C1CCCCC1)C1C=CC=CC=1.Cl[Ru]Cl>[Si:14]([O:13][CH2:12][C:9]1[CH:8]=[CH:7][C:6]([CH2:5][O:4][CH2:1][CH:2]=[CH:3][CH2:1][O:4][CH2:5][C:6]2[CH:11]=[CH:10][C:9]([CH2:12][O:13][Si:14]([C:17]([CH3:20])([CH3:19])[CH3:18])([CH3:16])[CH3:15])=[CH:8][CH:7]=2)=[CH:11][CH:10]=1)([C:17]([CH3:20])([CH3:19])[CH3:18])([CH3:15])[CH3:16] |f:2.3|. Procedure details: Benzylidene-bis(tricyclohexylphosphine)-dichlororuthenium (420 mg, 0.513 mmol, 15 mol %) is added under an argon atmosphere to a solution of 4-allyloxymethyl-1-tert-butyldimethylsilyloxymethyl)-benzene (80, 1.0 g, 3.24 mmol) in 70 mL dry dichloromethane. The reaction mixture is stirred at room temperature for 15 h, and additional catalyst (200 mg) is added and the reaction mixture heated to reflux for 5 h. The solvent is removed in vacuo, and the product purified by column chromatography (petrol... The reactants are C(C)C1=C(OC[C@H](CNC(CO)=O)O)C(=CC(=C1)C1=NOC(=N1)C1=NC(=NC(=C1)C)NCC)C (N—((S)-3-{2-ethyl-4-[5-(2-ethylamino-6-methyl-pyrimidin-4-yl)-[1,2,4]oxadiazol-3-yl]-6-methyl-phenoxy}-2-hydroxy-propyl)-2-hydroxy-acetamide), C(C(C)C)NC1=NC(=CC(=N1)C(=O)O)C (2-isobutylamino-6-methyl-pyrimidine-4-carboxylic acid), OCC(=O)NCC(COC1=C(C=C(C=C1C)C(NO)=N)C)O (2-hydroxy-N-{2-hydroxy-3-[4-(N-hydroxycarbamimidoyl)-2,6-dimethyl-phenoxy]-propyl}-acetamide). Yields the product C(C(C)C)NC1=NC(=CC(=N1)C1=NC(=NO1)C1=CC(=C(OCC(CNC(CO)=O)O)C(=C1)C)C)C (rac-N-(3-{4-[5-(2-Isobutylamino-6-methyl-pyrimidin-4-yl)-[1,2,4]oxadiazol-3-yl]-2,6-dimethyl-phenoxy}-2-hydroxy-propyl)-2-hydroxy-acetamide). As a reaction SMILES: [CH2:1]([C:3]1[CH:18]=[C:17]([C:19]2[N:23]=C(C3C=C(C)N=C(NCC)N=3)O[N:20]=2)[CH:16]=[C:15]([CH3:34])[C:4]=1[O:5][CH2:6][C@@H:7]([OH:14])[CH2:8][NH:9][C:10](=[O:13])[CH2:11][OH:12])C.[CH2:35]([NH:39][C:40]1[N:45]=[C:44]([C:46]([OH:48])=O)[CH:43]=[C:42]([CH3:49])[N:41]=1)[CH:36]([CH3:38])[CH3:37].OCC(NCC(O)COC1C(C)=CC(C(=N)NO)=CC=1C)=O>>[CH2:35]([NH:39][C:40]1[N:45]=[C:44]([C:46]2[O:48][N:23]=[C:19]([C:17]3[CH:18]=[C:3]([CH3:1])[C:4]([O:5][CH2:6][CH:7]([OH:14])[CH2:8][NH:9][C:10](=[O:13])[CH2:11][OH:12])=[C:15]([CH3:34])[CH:16]=3)[N:20]=2)[CH:43]=[C:42]([CH3:49])[N:41]=1)[CH:36]([CH3:37])[CH3:38]. Reported procedure: rac-N-(3-{4-[5-(2-Isobutylamino-6-methyl-pyrimidin-4-yl)-[1,2,4]oxadiazol-3-yl]-2,6-dimethyl-phenoxy}-2-hydroxy-propyl)-2-hydroxy-acetamide is prepared in analogy to N—((S)-3-{2-ethyl-4-[5-(2-ethylamino-6-methyl-pyrimidin-4-yl)-[1,2,4]oxadiazol-3-yl]-6-methyl-phenoxy}-2-hydroxy-propyl)-2-hydroxy-acetamide using 2-isobutylamino-6-methyl-pyrimidine-4-carboxylic acid and 2-hydroxy-N-{2-hydroxy-3-[4-(N-hydroxycarbamimidoyl)-2,6-dimethyl-phenoxy]-propyl}-acetamide; LC-MS: tR=0.96 min; [M+H]+=485.31. The reactants are solution, [OH-].[Na+] (sodium hydroxide), COC(=O)C1=C(NC(N([C@H]1C1=CC(=C(C=C1)F)F)C(=O)NCCC(=O)OCC)=O)COC ((+)-5-Methoxycarbonyl-4-methyoxymethyl-1,2,3,6-tetrahydro-2-oxo-6(S)-(3,4-difluorophenyl)-1-[(2-ethoxycarbonylethylamino)carbonyl]pyrimidine). The solvent is CO (methanol). Run at time 4.5 hour. The product is COC(=O)C1=C(NC(N([C@H]1C1=CC(=C(C=C1)F)F)C(=O)NCCC(=O)O)=O)COC ((+)-5-Methoxycarbonyl-4-methoxymethyl-1,2,3,6-tetrahydro-2-oxo-6(S)-(3,4-difluorophenyl)-1-[(2-carboxyethylamino)-carbonyl]pyrimidine). Reaction SMILES: [CH3:1][O:2][C:3]([C:5]1[C@H:10]([C:11]2[CH:16]=[CH:15][C:14]([F:17])=[C:13]([F:18])[CH:12]=2)[N:9]([C:19]([NH:21][CH2:22][CH2:23][C:24]([O:26]CC)=[O:25])=[O:20])[C:8](=[O:29])[NH:7][C:6]=1[CH2:30][O:31][CH3:32])=[O:4].[OH-].[Na+]>CO>[CH3:1][O:2][C:3]([C:5]1[C@H:10]([C:11]2[CH:16]=[CH:15][C:14]([F:17])=[C:13]([F:18])[CH:12]=2)[N:9]([C:19]([NH:21][CH2:22][CH2:23][C:24]([OH:26])=[O:25])=[O:20])[C:8](=[O:29])[NH:7][C:6]=1[CH2:30][O:31][CH3:32])=[O:4] |f:1.2|. Reported procedure: (+)-5-Methoxycarbonyl-4-methyoxymethyl-1,2,3,6-tetrahydro-2-oxo-6(S)-(3,4-difluorophenyl)-1-[(2-ethoxycarbonylethylamino)carbonyl]pyrimidine (168 mg, 0.37 mmol) was dissolved in 5 mL of methanol. A 2.0M solution of aqueous sodium hydroxide (400 mL, 0.80 mmol) was added dropwise. The mixture was stirred at ambient temperature for 4.5 hours, then concentrated in vacuo. The resulting residue was partioned between ethyl acetate and 2.0M aqueous hydrochloric acid. The phases were separated and the aq... Starting materials: compound, CC=1C=C(N)C=C(C1)C (3,5-dimethylaniline), C(=O)(OC(C)(C)C)N[C@@H](C)C(=O)O (N-Boc-L-alanine), C1(CCCCC1)N=C=NC1CCCCC1 (dicyclohexylcarbodiimide). The solvent is ClCCl (dichloromethane), ClCCl (dichloromethane), ClCCl (dichloromethane). Product: N[C@@H](C(=O)NC1=CC(=CC(=C1)C)C)C ((2R)-2-Amino-N-(3,5-dimethylphenyl)propanamide). The yield is 138.9%. Reaction SMILES: C([NH:8][C@H:9]([C:11](O)=[O:12])[CH3:10])(OC(C)(C)C)=O.C1(N=C=NC2CCCCC2)CCCCC1.[CH3:29][C:30]1[CH:31]=[C:32]([CH:34]=[C:35]([CH3:37])[CH:36]=1)[NH2:33]>ClCCl>[NH2:8][C@H:9]([CH3:10])[C:11]([NH:33][C:32]1[CH:34]=[C:35]([CH3:37])[CH:36]=[C:30]([CH3:29])[CH:31]=1)=[O:12]. Reported procedure: This compound is an intermediate for the synthesis of the compound of example 6. To the solution of N-Boc-L-alanine (1.000 g, 5.28 mmol) in dichloromethane (10 ml) is added dicyclohexylcarbodiimide (DCC, 1,094 g, 5.28 mmol) in dichloromethane (10 ml). To this mixture is added 3,5-dimethylaniline (0.640 g, 5.28 mmol) in dichloromethane (10 ml). After 16 h of mixing at room temperature, the dicyclohexylurea is recovered on a filter, the filtrate is dry evaporated. 1.41 g (91%) of white powder are ... Reactants: C[C@@H](C1=CC=CC=C1)N1[C@@H](CC1)C(=O)OC (methyl N-[(S)-methylbenzyl]azetidine-2-(S)-carboxylate), O (water), C(C)C(C(=O)O)CCCC (2-ethylhexanoic acid). Run in CCCCCCC (Heptane). Run at temperature 60 celsius, time 12 hour. Product: C[C@@H](C1=CC=CC=C1)N1[C@@H](CC1)C(=O)O (N-[(S)-methylbenzyl]azetidine-2-(S)-carboxylic acid). Isolated yield 400.8%. Reaction SMILES: [CH3:1][C@H:2]([N:9]1[CH2:12][CH2:11][C@H:10]1[C:13]([O:15]C)=[O:14])[C:3]1[CH:8]=[CH:7][CH:6]=[CH:5][CH:4]=1.O.C(C(CCCC)C(O)=O)C>CCCCCCC>[CH3:1][C@H:2]([N:9]1[CH2:12][CH2:11][C@H:10]1[C:13]([OH:15])=[O:14])[C:3]1[CH:8]=[CH:7][CH:6]=[CH:5][CH:4]=1. Procedure details: To a mixture of methyl N-[(S)-methylbenzyl]azetidine-2-(S)-carboxylate (161.6 g) and water (323 g) was added 2-ethylhexanoic acid (116.9 g) and resulting mixture was stirred at 60° C. for about 12 hours. Heptane (161 g) was added to the reaction mixture and separated. The organic layer was extracted with water (80 g). Combined water layer was washed with heptane (161.6 g×3) to give aqueous N-[(S)-methylbenzyl]azetidine-2-(S)-carboxylic acid solution (606.2 g). Yield 94%.